Dataset: the Open Reaction Database (ORD), a public repository of structured organic reaction records. Task: describe an organic reaction: reactants, conditions, products, and yield Reactants: N(=NC(=O)OCC)C(=O)OCC (diethyl azodicarboxylate), C1(=CC=CC=C1)P(C1=CC=CC=C1)C1=CC=CC=C1 (triphenylphosphine), FC1=NC(=CC=C1O)C1=CC=C(C=C1)OCCCCCCCC (2-fluoro-3-hydroxy-6-(4-octyloxyphenyl)pyridine), C(CCCC)[C@H]1[C@@H](O1)CO ((2S,3S)-3-pentyl-2-oxiranylmethanol). Solvent: O1CCCC1 (tetrahydrofuran). Reaction conditions: time 30 minute. The product is FC1=NC(=CC=C1OC[C@@H]1O[C@H]1CCCCC)C1=CC=C(C=C1)OCCCCCCCC ((2S,3S)-3-pentyloxiran-2-ylmethyl 2-fluoro-6-(4-octyloxyphenyl)pyridin-3-yl ether). The yield is 37.1%. Reaction SMILES: N(C(OCC)=O)=NC(OCC)=O.C1(P(C2C=CC=CC=2)C2C=CC=CC=2)C=CC=CC=1.[F:32][C:33]1[C:38]([OH:39])=[CH:37][CH:36]=[C:35]([C:40]2[CH:45]=[CH:44][C:43]([O:46][CH2:47][CH2:48][CH2:49][CH2:50][CH2:51][CH2:52][CH2:53][CH3:54])=[CH:42][CH:41]=2)[N:34]=1.[CH2:55]([C@@H:60]1[O:62][C@H:61]1[CH2:63]O)[CH2:56][CH2:57][CH2:58][CH3:59]>O1CCCC1>[F:32][C:33]1[C:38]([O:39][CH2:63][C@H:61]2[C@H:60]([CH2:55][CH2:56][CH2:57][CH2:58][CH3:59])[O:62]2)=[CH:37][CH:36]=[C:35]([C:40]2[CH:45]=[CH:44][C:43]([O:46][CH2:47][CH2:48][CH2:49][CH2:50][CH2:51][CH2:52][CH2:53][CH3:54])=[CH:42][CH:41]=2)[N:34]=1. Procedure details: 0.44 g (2.55 mmol) of diethyl azodicarboxylate is added dropwise at 0° C. to 0.67 g (2.55 mmol) of triphenylphosphine in 15 ml of tetrahydrofuran, and the mixture is stirred at room temperature for 30 minutes. 0.54 g (1.70 mmol) of 2-fluoro-3-hydroxy-6-(4-octyloxyphenyl)pyridine (prepared by EXAMPLE 3) and 0.25 g (1.70 mmol) of (2S,3S)-3-pentyl-2-oxiranylmethanol are then added. After a reaction time of 18 hours at room temperature, the solvent is distilled off, and the residue is purified by ch... The reactants are BrC1=CC(=C(C=C1)S(=O)(=O)NC[C@@H]1CC[C@H](CC1)CNC1=NC2=CC=CC=C2C(=N1)N(C)C)OC(F)(F)F (trans-4-bromo-N-{4-[(4-dimethylamino-quinazolin-2-ylamino)-methyl]-cyclohexylmethyl}-2-trifluoromethoxy-benzenesulfonamide), CO (MeOH), C(=O)([O-])[O-].[K+].[K+] (K2CO3), C1(=CC=CC=C1)B(O)O (phenylboronic acid). The reagents and catalysts are C=1C=CC(=CC1)[P](C=2C=CC=CC2)(C=3C=CC=CC3)[Pd]([P](C=4C=CC=CC4)(C=5C=CC=CC5)C=6C=CC=CC6)([P](C=7C=CC=CC7)(C=8C=CC=CC8)C=9C=CC=CC9)[P](C=1C=CC=CC1)(C=1C=CC=CC1)C=1C=CC=CC1 (tetrakis(triphenylphosphine)palladium). The solvent is C1(=CC=CC=C1)C (toluene), O (water). Conditions: temperature 130 celsius, time 10 hour. Yields the product CN(C1=NC(=NC2=CC=CC=C12)NC[C@@H]1CC[C@H](CC1)CNS(=O)(=O)C1=C(C=C(C=C1)C1=CC=CC=C1)OC(F)(F)F)C (trans-3-trifluoromethoxy-biphenyl-4-sulfonic acid {4-[(4-dimethylamino-quinazolin-2-ylamino)-methyl]-cyclohexylmethyl}-amide). The yield is 63.1%. RXN SMILES: Br[C:2]1[CH:7]=[CH:6][C:5]([S:8]([NH:11][CH2:12][C@H:13]2[CH2:18][CH2:17][C@H:16]([CH2:19][NH:20][C:21]3[N:30]=[C:29]([N:31]([CH3:33])[CH3:32])[C:28]4[C:23](=[CH:24][CH:25]=[CH:26][CH:27]=4)[N:22]=3)[CH2:15][CH2:14]2)(=[O:10])=[O:9])=[C:4]([O:34][C:35]([F:38])([F:37])[F:36])[CH:3]=1.CO.C([O-])([O-])=O.[K+].[K+].[C:47]1(B(O)O)[CH:52]=[CH:51][CH:50]=[CH:49][CH:48]=1>C1(C)C=CC=CC=1.C1C=CC([P]([Pd]([P](C2C=CC=CC=2)(C2C=CC=CC=2)C2C=CC=CC=2)([P](C2C=CC=CC=2)(C2C=CC=CC=2)C2C=CC=CC=2)[P](C2C=CC=CC=2)(C2C=CC=CC=2)C2C=CC=CC=2)(C2C=CC=CC=2)C2C=CC=CC=2)=CC=1.O>[CH3:32][N:31]([CH3:33])[C:29]1[C:28]2[C:23](=[CH:24][CH:25]=[CH:26][CH:27]=2)[N:22]=[C:21]([NH:20][CH2:19][C@H:16]2[CH2:17][CH2:18][C@H:13]([CH2:12][NH:11][S:8]([C:5]3[CH:6]=[CH:7][C:2]([C:47]4[CH:52]=[CH:51][CH:50]=[CH:49][CH:48]=4)=[CH:3][C:4]=3[O:34][C:35]([F:38])([F:37])[F:36])(=[O:10])=[O:9])[CH2:14][CH2:15]2)[N:30]=1 |f:2.3.4,^1:66,68,87,106|. Procedure: To a solution of trans-4-bromo-N-{4-[(4-dimethylamino-quinazolin-2-ylamino)-methyl]-cyclohexylmethyl}-2-trifluoromethoxy-benzenesulfonamide obtained in step H of example 1 (122 mg, 0.198 mmol) in toluene (2.7 mL) were added MeOH (0.9 mL), 2 M aqueous K2CO3 (0.9 mL), phenylboronic acid (29.0 mg, 0.237 mmol), and tetrakis(triphenylphosphine)palladium (23.0 mg, 0.02 mmol). The reaction mixture was stirred at 130° C. for 10 hr. The mixture was poured into water, and the aqueous layer was extracted w... Starting materials: 3-HOC6H4, C(C1=CC=CC=C1)OC=1C=C(C=CC1)CCC=CCCC(C(CC)=O)C(CC)=O (4-[6-(3-benzyloxyphenyl)-3-hexenyl]-3,5-heptanedione). Reagents/catalysts: [Pd] (palladium-on-carbon). The product is OC=1C=C(C=CC1)CCCCCCC(C(CC)=O)C(CC)=O (4-[6-(3-hydroxyphenyl)hexyl]-3,5-heptanedione). RXN SMILES: C([O:8][C:9]1[CH:10]=[C:11]([CH2:15][CH2:16][CH:17]=[CH:18][CH2:19][CH2:20][CH:21]([C:26](=[O:29])[CH2:27][CH3:28])[C:22](=[O:25])[CH2:23][CH3:24])[CH:12]=[CH:13][CH:14]=1)C1C=CC=CC=1>[Pd]>[OH:8][C:9]1[CH:10]=[C:11]([CH2:15][CH2:16][CH2:17][CH2:18][CH2:19][CH2:20][CH:21]([C:22](=[O:25])[CH2:23][CH3:24])[C:26](=[O:29])[CH2:27][CH3:28])[CH:12]=[CH:13][CH:14]=1. Reported procedure: [I; Ar is 3-HOC6H4, R0 is H, R' and R" are CH3CH2CO, Y is CH2CH2CH2CH2 ] was prepared by catalytic hydrogenation of 4-[6-(3-benzyloxyphenyl)-3-hexenyl]-3,5-heptanedione with palladium-on-carbon. The product was chromatographed on silica gel and eluted with ethyl acetate-chloroform 1:9 to give 4-[6-(3-hydroxyphenyl)hexyl]-3,5-heptanedione as a colorless oil. The reactants are NCCN1C(NCC1)=O (1-(2-aminoethyl)-2-imidazolidone), C1(=CC=CC=C1)N=C=O (phenyl isocyanate). The solvent is C1=CC=CC=C1 (benzene). Conditions: time 4 hour. Product: O=C1N(CCN1)CCNC(=O)NC1=CC=CC=C1 (1-[2-(2-oxo-1-imidazolidinyl)ethyl]-3-phenylurea). Reaction SMILES: [NH2:1][CH2:2][CH2:3][N:4]1[CH2:8][CH2:7][NH:6][C:5]1=[O:9].[C:10]1([N:16]=[C:17]=[O:18])[CH:15]=[CH:14][CH:13]=[CH:12][CH:11]=1>C1C=CC=CC=1>[O:9]=[C:5]1[NH:6][CH2:7][CH2:8][N:4]1[CH2:3][CH2:2][NH:1][C:17]([NH:16][C:10]1[CH:15]=[CH:14][CH:13]=[CH:12][CH:11]=1)=[O:18]. Procedure: To a mixture of 6.5 g of commercially available 1-(2-aminoethyl)-2-imidazolidone and 50 ml benzene was added 5.5 ml of phenyl isocyanate. The strongly exothermic reaction was moderated by cooling to 25°. The mixture was stirred at 25° for 4 hr. It was cooled in ice and the mixture was filtered. The solid product was crystallized from 250 ml of acetone to give 6.8 g of white 1-[2-(2-oxo-1-imidazolidinyl)ethyl]-3-phenylurea, mp 162°-164°. Starting materials: OC1(c2ccc(Br)cc2)CCCn2cncc21, CC(=O)Nc1cccc(OB(O)O)c1, [Na+], [Na+], O=C([O-])[O-], c1ccc(P(c2ccccc2)(c2ccccc2)[Pd](P(c2ccccc2)(c2ccccc2)c2ccccc2)(P(c2ccccc2)(c2ccccc2)c2ccccc2)P(c2ccccc2)(c2ccccc2)c2ccccc2)cc1. The product is CC(=O)Nc1cccc(-c2ccc(C3(O)CCCn4cncc43)cc2)c1. As a reaction SMILES: [Br:15][c:16]1[cH:17][cH:18][c:19]([C:22]2([OH:31])[c:23]3[n:24]([cH:28][n:29][cH:30]3)[CH2:25][CH2:26][CH2:27]2)[cH:20][cH:21]1.[C:1]([CH3:2])(=[O:3])[NH:4][c:5]1[cH:6][c:7]([O:11][B:12]([OH:13])[OH:14])[cH:8][cH:9][cH:10]1.[Na+:32].[Na+:33].[O-:34][C:35](=[O:36])[O-:37].[cH:38]1[cH:39][cH:40][c:41]([P:42]([Pd:43]([P:44]([c:45]2[cH:46][cH:47][cH:48][cH:49][cH:50]2)([c:51]2[cH:52][cH:53][cH:54][cH:55][cH:56]2)[c:57]2[cH:58][cH:59][cH:60][cH:61][cH:62]2)([P:63]([c:64]2[cH:65][cH:66][cH:67][cH:68][cH:69]2)([c:70]2[cH:71][cH:72][cH:73][cH:74][cH:75]2)[c:76]2[cH:77][cH:78][cH:79][cH:80][cH:81]2)[P:82]([c:83]2[cH:84][cH:85][cH:86][cH:87][cH:88]2)([c:89]2[cH:90][cH:91][cH:92][cH:93][cH:94]2)[c:95]2[cH:96][cH:97][cH:98][cH:99][cH:100]2)([c:101]2[cH:102][cH:103][cH:104][cH:105][cH:106]2)[c:107]2[cH:108][cH:109][cH:110][cH:111][cH:112]2)[cH:113][cH:114]1>>[C:1]([CH3:2])(=[O:3])[NH:4][c:5]1[cH:6][c:7](-[c:16]2[cH:17][cH:18][c:19]([C:22]3([OH:31])[c:23]4[n:24]([cH:28][n:29][cH:30]4)[CH2:25][CH2:26][CH2:27]3)[cH:20][cH:21]2)[cH:8][cH:9][cH:10]1.